From a dataset of the Open Reaction Database (ORD), a public repository of structured organic reaction records. describe an organic reaction: reactants, conditions, products, and yield The reactants are NC=1OC[C@@]2(C3=CC(=CC=C3OC=3C(=CC(=CC23)Br)F)O)N1 ((S)-2-amino-2′-bromo-4′-fluoro-5H-spiro[oxazole-4,9′-xanthen]-7′-ol), CC1=CC=C(C=C1)S(=O)(=O)OCC(C)(C)C#N (2-cyano-2-methylpropyl 4-methylbenzenesulfonate), CC1=CC=C(C=N1)B(O)O ((6-methylpyridin-3-yl)boronic acid). Product: NC=1OC[C@@]2(C3=CC(=CC=C3OC=3C(=CC(=CC23)C=2C=NC(=CC2)C)F)OCC(C#N)(C)C)N1 ((S)-3-(2-amino-4′-fluoro-2′-(6-methylpyridin-3-yl)-5H-spiro[oxazole-4,9′-xanthene]-7′-yloxy)-2,2-dimethylpropanenitrile). RXN SMILES: [NH2:1][C:2]1[O:3][CH2:4][C@@:5]2([N:22]=1)[C:18]1[CH:17]=[C:16](Br)[CH:15]=[C:14]([F:20])[C:13]=1[O:12][C:11]1[C:6]2=[CH:7][C:8]([OH:21])=[CH:9][CH:10]=1.CC1C=CC(S(O[CH2:34][C:35]([C:38]#[N:39])([CH3:37])[CH3:36])(=O)=O)=CC=1.[CH3:40][C:41]1[N:46]=[CH:45][C:44](B(O)O)=[CH:43][CH:42]=1>>[NH2:1][C:2]1[O:3][CH2:4][C@@:5]2([N:22]=1)[C:18]1[CH:17]=[C:16]([C:44]3[CH:45]=[N:46][C:41]([CH3:40])=[CH:42][CH:43]=3)[CH:15]=[C:14]([F:20])[C:13]=1[O:12][C:11]1[C:6]2=[CH:7][C:8]([O:21][CH2:37][C:35]([CH3:34])([CH3:36])[C:38]#[N:39])=[CH:9][CH:10]=1. Procedure: The titled compound was synthesized by steps analogous to those described in method AA13 above, but using (S)-2-amino-2′-bromo-4′-fluoro-5H-spiro[oxazole-4,9′-xanthen]-7′-ol (prepared as described in Method BB40 but using 4-bromo-2-fluorophenol and 2-bromo-5-methoxybenzoic acid), 2-cyano-2-methylpropyl 4-methylbenzenesulfonate, and (6-methylpyridin-3-yl)boronic acid. Starting materials: [BH4-], CO, CC(C)(C)OC(=O)N1C(=O)C(CCCCl)CC1CN=[N+]=[N-], [Na+]. Yields the product CC(C)(C)OC(=O)NC(CN=[N+]=[N-])CC(CO)CCCCl. Reaction SMILES: [BH4-:22].[CH3:24][OH:25].[N:1](=[N+:2]=[N-:3])[CH2:4][CH:5]1[CH2:6][CH:7]([CH2:18][CH2:19][CH2:20][Cl:21])[C:8](=[O:17])[N:9]1[C:10](=[O:11])[O:12][C:13]([CH3:14])([CH3:15])[CH3:16].[Na+:23]>>[N:1](=[N+:2]=[N-:3])[CH2:4][CH:5]([CH2:6][CH:7]([CH2:8][OH:17])[CH2:18][CH2:19][CH2:20][Cl:21])[NH:9][C:10](=[O:11])[O:12][C:13]([CH3:14])([CH3:15])[CH3:16]. Starting materials: C(CCC)N(S(=O)(=O)C1=CC(=C(C=C1)O)[N+](=O)[O-])CCCC1=CC=CC=C1 (N-butyl-N-(3'-phenylpropyl)-4-hydroxy-3-nitrobenzenesulfonamide), [H][H] (hydrogen). Reagents/catalysts: [Pt] (platinum on alumina). Run in C(C)O (ethanol). Run at time 22 hour. The product is C(CCC)N(S(=O)(=O)C1=CC(=C(C=C1)O)N)CCCC1=CC=CC=C1 (N-butyl-N-(3'-phenylpropyl)-3-amino-4-hydroxybenzensulfonamide). The yield is 98.9%. Reaction SMILES: [CH2:1]([N:5]([CH2:19][CH2:20][CH2:21][C:22]1[CH:27]=[CH:26][CH:25]=[CH:24][CH:23]=1)[S:6]([C:9]1[CH:14]=[CH:13][C:12]([OH:15])=[C:11]([N+:16]([O-])=O)[CH:10]=1)(=[O:8])=[O:7])[CH2:2][CH2:3][CH3:4].[H][H]>[Pt].C(O)C>[CH2:1]([N:5]([CH2:19][CH2:20][CH2:21][C:22]1[CH:23]=[CH:24][CH:25]=[CH:26][CH:27]=1)[S:6]([C:9]1[CH:14]=[CH:13][C:12]([OH:15])=[C:11]([NH2:16])[CH:10]=1)(=[O:8])=[O:7])[CH2:2][CH2:3][CH3:4]. Procedure details: A mixture of 13.16 g N-butyl-N-(3'-phenylpropyl)-4-hydroxy-3-nitrobenzenesulfonamide, 2 g 1 wt % platinum on alumina, and 200 ml ethanol was stirred for 22 hours at room temperature in a bomb charged with 800 psi of hydrogen. The solution was filtered and concentrated to give 12.02 g N-butyl-N-(3'-phenylpropyl)-3-amino-4-hydroxybenzensulfonamide.